From a dataset of the Open Reaction Database (ORD), a public repository of structured organic reaction records. describe an organic reaction: reactants, conditions, products, and yield Starting materials: ClCCl, CC(Oc1cc(Oc2ccc(F)cc2C#N)ccc1[N+](=O)[O-])C(=O)Cl, NCC1OCCCO1. Product: CC(Oc1cc(Oc2ccc(F)cc2C#N)ccc1[N+](=O)[O-])C(=O)NCC1OCCCO1. As a reaction SMILES: [CH2:34]([Cl:35])[Cl:36].[N+:9](=[O:10])([O-:11])[c:12]1[c:13]([O:14][CH:15]([C:16](=[O:17])[Cl:18])[CH3:19])[cH:20][c:21]([O:24][c:25]2[c:26]([C:32]#[N:33])[cH:27][c:28]([F:31])[cH:29][cH:30]2)[cH:22][cH:23]1.[O:1]1[CH:2]([CH2:7][NH2:8])[O:3][CH2:4][CH2:5][CH2:6]1>>[O:1]1[CH:2]([CH2:7][NH:8][C:16]([CH:15]([O:14][c:13]2[c:12]([N+:9](=[O:10])[O-:11])[cH:23][cH:22][c:21]([O:24][c:25]3[c:26]([C:32]#[N:33])[cH:27][c:28]([F:31])[cH:29][cH:30]3)[cH:20]2)[CH3:19])=[O:17])[O:3][CH2:4][CH2:5][CH2:6]1.